Dataset: the Open Reaction Database (ORD), a public repository of structured organic reaction records. Task: describe an organic reaction: reactants, conditions, products, and yield As a reaction SMILES: Br[C:2]1[CH:3]=[C:4]2[C:9](=[CH:10][CH:11]=1)[N:8]=[C:7]([OH:12])[CH:6]=[C:5]2[C:13]([NH:15][C:16]1[CH:17]=[N:18][CH:19]=[CH:20][CH:21]=1)=[O:14].C(=O)([O-])[O-].[K+].[K+].O.[C:29]1(B(O)O)[CH:34]=[CH:33][CH:32]=[CH:31][CH:30]=1>CN(C=O)C.C(OCC)(=O)C>[OH:12][C:7]1[CH:6]=[C:5]([C:13]([NH:15][C:16]2[CH:17]=[N:18][CH:19]=[CH:20][CH:21]=2)=[O:14])[C:4]2[C:9](=[CH:10][CH:11]=[C:2]([C:29]3[CH:34]=[CH:33][CH:32]=[CH:31][CH:30]=3)[CH:3]=2)[N:8]=1 |f:1.2.3|. Procedure details: To a round-bottomed flask under argon atmosphere was added 6-bromo-2-hydroxy-N-(pyridin-3-yl)quinoline-4-carboxamide (3.00 g) in DMF (50 ml), and the vessel was purged with argon under stirring for 5 minutes. After 5 minutes, 2N solution of potassium carbonate in water (11 eq) was added and the flask was purged with argon under stirring for 5 minutes. Phenylboronic acid (1.5 eq) was then added and the tube was purged with argon under stirring for 15 minutes. Finally, palladium(0)tetrakis triphen... Product: OC1=NC2=CC=C(C=C2C(=C1)C(=O)NC=1C=NC=CC1)C1=CC=CC=C1 (2-hydroxy-6-phenyl-N-(pyridin-3-yl)quinoline-4-carboxamide). Starting materials: palladium(0)tetrakis triphenylphosphine, solution, C([O-])([O-])=O.[K+].[K+] (potassium carbonate), O (water), C1(=CC=CC=C1)B(O)O (Phenylboronic acid), ethyl acetate hexanes, BrC=1C=C2C(=CC(=NC2=CC1)O)C(=O)NC=1C=NC=CC1 (6-bromo-2-hydroxy-N-(pyridin-3-yl)quinoline-4-carboxamide). Run at temperature 80 celsius, time 5 minute. Run in C(C)(=O)OCC (ethyl acetate), CN(C)C=O (DMF). Starting materials: O.[F-].C(CCC)[N+](CCCC)(CCCC)CCCC (tetrabutylammoniumfluoride hydrate), CC1(C2=CC=C3[C@@H]4CC[C@H]([C@H](C)CO[Si](C(C)C)(C(C)C)C(C)C)[C@]4(CC[C@@H]3[C@]2(CC[C@@H]1O)C)C)C ((20S)-4,4-dimethyl-20-[((triisopropylsilyl)oxy)methyl]-pregna-5,7-dien-3β-ol), O1CCCC1 (tetrahydrofuran). Conditions: time 8 hour. Product: C(C1=CC=CC=C1)(=O)O.CC1(C2=CC=C3[C@@H]4CC[C@H]([C@@H](CO)C)[C@]4(CC[C@@H]3[C@]2(CC[C@@H]1O)C)C)C ((20S)-4,4,20-trimethyl-pregna-5,7-dien-3β,21-diol benzoate). As a reaction SMILES: O.[F-].[CH2:3]([N+](CCCC)(CCCC)CCCC)[CH2:4][CH2:5]C.[CH3:20][C:21]1([CH3:55])[C@@H:51]([OH:52])[CH2:50][CH2:49][C@@:48]2([CH3:53])[C:22]1=[CH:23][CH:24]=[C:25]1[C@@H:47]2[CH2:46][CH2:45][C@@:44]2([CH3:54])[C@H:26]1[CH2:27][CH2:28][C@@H:29]2[C@@H:30]([CH2:32][O:33][Si](C(C)C)(C(C)C)C(C)C)[CH3:31].[O:56]1[CH2:60][CH2:59][CH2:58][CH2:57]1>>[C:60]([OH:56])(=[O:33])[C:59]1[CH:5]=[CH:4][CH:3]=[CH:57][CH:58]=1.[CH3:55][C:21]1([CH3:20])[C@@H:51]([OH:52])[CH2:50][CH2:49][C@@:48]2([CH3:53])[C:22]1=[CH:23][CH:24]=[C:25]1[C@@H:47]2[CH2:46][CH2:45][C@@:44]2([CH3:54])[C@H:26]1[CH2:27][CH2:28][C@@H:29]2[C@H:30]([CH3:31])[CH2:32][OH:33] |f:0.1.2,5.6|. Procedure details: 2 g pulverized molecular sieve (4 Å) and 1.27 g tetrabutylammoniumfluoride hydrate were added to a solution of 2.0 g (20S)-4,4-dimethyl-20-[((triisopropylsilyl)oxy)methyl]-pregna-5,7-dien-3β-ol in 50 ml tetrahydrofuran were added. The mixture was stirred overnight at room temperature, concentrated under reduced pressure and purified by column chromatography to give 1.17 g of (20S)-4,4,20-trimethyl-pregna-5,7-dien-3β,21-diol benzoate. Starting materials: CN(C)CCO, ClCCl, O=[N+]([O-])c1ccc(NCCNS(=O)(=O)c2ccccc2[N+](=O)[O-])nc1, CC(C)OC(=O)N=NC(=O)OC(C)C, c1ccc(P(c2ccccc2)c2ccccc2)cc1. Product: CN(C)CCN(CCNc1ccc([N+](=O)[O-])cn1)S(=O)(=O)c1ccccc1[N+](=O)[O-]. Reaction SMILES: [CH3:34][N:35]([CH2:36][CH2:37][OH:38])[CH3:39].[Cl:65][CH2:66][Cl:67].[N+:40](=[O:41])([O-:42])[c:43]1[cH:44][cH:45][c:46]([NH:49][CH2:50][CH2:51][NH:52][S:53](=[O:54])(=[O:55])[c:56]2[c:57]([N+:62](=[O:63])[O-:64])[cH:58][cH:59][cH:60][cH:61]2)[n:47][cH:48]1.[O:20]=[C:21]([O:22][CH:23]([CH3:24])[CH3:25])[N:26]=[N:27][C:28]([O:29][CH:30]([CH3:31])[CH3:32])=[O:33].[c:1]1([P:2]([c:3]2[cH:4][cH:5][cH:6][cH:7][cH:8]2)[c:9]2[cH:10][cH:11][cH:12][cH:13][cH:14]2)[cH:15][cH:16][cH:17][cH:18][cH:19]1>>[CH3:34][N:35]([CH2:36][CH2:37][N:52]([CH2:51][CH2:50][NH:49][c:46]1[cH:45][cH:44][c:43]([N+:40](=[O:41])[O-:42])[cH:48][n:47]1)[S:53](=[O:54])(=[O:55])[c:56]1[c:57]([N+:62](=[O:63])[O-:64])[cH:58][cH:59][cH:60][cH:61]1)[CH3:39]. The reactants are C(C)N (ethylamine), ClC=1C=C(C2=C(N1)N(N=C2)C(C)C)C(=O)NCC=2C(NC(=CC2C)C)=O (6-chloro-N-[(4,6-dimethyl-2-oxo-1,2-dihydro-3-pyridinyl)methyl]-1-(1-methylethyl)-1H-pyrazolo[3,4-b]pyridine-4-carboxamide), C(C)N (ethylamine). Solvent: C(C)O (ethanol). Product: CC1=C(C(NC(=C1)C)=O)CNC(=O)C=1C2=C(N=C(C1)NCC)N(N=C2)C(C)C (N-[(4,6-Dimethyl-2-oxo-1,2-dihydro-3-pyridinyl)methyl]-6-(ethylamino)-1-(1-methylethyl)-1H-pyrazolo[3,4-b]pyridine-4-carboxamide). Reaction SMILES: Cl[C:2]1[CH:3]=[C:4]([C:14]([NH:16][CH2:17][C:18]2[C:19](=[O:26])[NH:20][C:21]([CH3:25])=[CH:22][C:23]=2[CH3:24])=[O:15])[C:5]2[CH:10]=[N:9][N:8]([CH:11]([CH3:13])[CH3:12])[C:6]=2[N:7]=1.[CH2:27]([NH2:29])[CH3:28]>C(O)C>[CH3:24][C:23]1[CH:22]=[C:21]([CH3:25])[NH:20][C:19](=[O:26])[C:18]=1[CH2:17][NH:16][C:14]([C:4]1[C:5]2[CH:10]=[N:9][N:8]([CH:11]([CH3:13])[CH3:12])[C:6]=2[N:7]=[C:2]([NH:29][CH2:27][CH3:28])[CH:3]=1)=[O:15]. Procedure details: To a 10 mL microwave vial equipped with stir bar, septum cap and nitrogen inlet were added 6-chloro-N-[(4,6-dimethyl-2-oxo-1,2-dihydro-3-pyridinyl)methyl]-1-(1-methylethyl)-1H-pyrazolo[3,4-b]pyridine-4-carboxamide (23 mg, 0.062 mmol) and ethanol (1 mL). Added next to the stirring suspension was ethylamine (0.100 mL, 1.230 mmol) via syringe at once. The sealed reaction mixture was irradiated (microwave) at 110° C. for 40 min, followed by addition of 0.1 mL ethylamine and further irradiation for 7... Reactants: CC1(C(NC2=CC(=C(C=C12)NC(C)=O)[N+](=O)[O-])=O)C (N-(3,3-dimethyl-6-nitro-2-oxo-2,3-dihydro-1H-indol-5-yl)-acetamide), COC=1C=C(CCl)C=CC1 (3-methoxybenzyl chloride), C(=O)([O-])[O-].[K+].[K+] (K2CO3). The product is NC=1C=C2C(C(N(C2=CC1[N+](=O)[O-])CC1=CC(=CC=C1)OC)=O)(C)C (5-Amino-1-(3-methoxy-benzyl)-3,3-dimethyl-6-nitro-1,3-dihydro-indol-2-one). RXN SMILES: [CH3:1][C:2]1([CH3:19])[C:10]2[C:5](=[CH:6][C:7]([N+:15]([O-:17])=[O:16])=[C:8]([NH:11]C(=O)C)[CH:9]=2)[NH:4][C:3]1=[O:18].[CH3:20][O:21][C:22]1[CH:23]=[C:24]([CH:27]=[CH:28][CH:29]=1)[CH2:25]Cl.C([O-])([O-])=O.[K+].[K+]>>[NH2:11][C:8]1[CH:9]=[C:10]2[C:5](=[CH:6][C:7]=1[N+:15]([O-:17])=[O:16])[N:4]([CH2:25][C:24]1[CH:27]=[CH:28][CH:29]=[C:22]([O:21][CH3:20])[CH:23]=1)[C:3](=[O:18])[C:2]2([CH3:1])[CH3:19] |f:2.3.4|. Procedure details: Analogously to general procedure (I) N-(3,3-dimethyl-6-nitro-2-oxo-2,3-dihydro-1H-indol-5-yl)-acetamide (1 g) is alkylated using 3-methoxybenzyl chloride (0.6 g; 3.85 mmol) and K2CO3 (1.5 g; 10.9 mmol) at RT for 20 h. After filtration and evaporation of the solvent the crude material is de-acetylated under reflux conditions in 2-propanol (10 ml) and hydrochloric acid (6 N; 30 ml). Pure 5-amino-1-(3-methoxy-benzyl)-3,3-dimethyl-6-nitro-1,3-dihydro-indol-2-one (1.06 g) precipitates by pouring the ... The reactants are NC1=C(C(=O)NC2=C(C=C(C(=O)N(C3=C(C=C(C=C3)C)OCCCCCC(=O)N3CCN(CC3)C)C)C=C2)OC)C=CC=C1N (4-(2,3-diaminobenzoyl)amino-3-methoxy-N-methyl-N-[4-methyl-2-[5-(4-methylpiperazin-1-yl)carbonylpent-1-yloxy]phenyl]benzamide), C(=S)(N1C=NC=C1)N1C=NC=C1 (1,1′-thiocarbonyldiimidazole). Solvent: O1CCCC1 (tetrahydrofuran). Reaction conditions: time 1 day. Product: SC1=NC2=C(N1)C=CC=C2C(=O)NC2=C(C=C(C(=O)N(C1=C(C=C(C=C1)C)OCCCCCC(=O)N1CCN(CC1)C)C)C=C2)OC (4-(2-mercapto-1H-benzimidazol-4-yl)carbonylamino-3-methoxy-N-methyl-N-[4-methyl-2-[5-(4-methylpiperazin-1-yl)carbonylpent-1-yloxy]phenyl]benzamide). Yield: 81.7%. RXN SMILES: [NH2:1][C:2]1[C:44]([NH2:45])=[CH:43][CH:42]=[CH:41][C:3]=1[C:4]([NH:6][C:7]1[CH:38]=[CH:37][C:10]([C:11]([N:13]([CH3:36])[C:14]2[CH:19]=[CH:18][C:17]([CH3:20])=[CH:16][C:15]=2[O:21][CH2:22][CH2:23][CH2:24][CH2:25][CH2:26][C:27]([N:29]2[CH2:34][CH2:33][N:32]([CH3:35])[CH2:31][CH2:30]2)=[O:28])=[O:12])=[CH:9][C:8]=1[O:39][CH3:40])=[O:5].[C:46](N1C=CN=C1)(N1C=CN=C1)=[S:47]>O1CCCC1>[SH:47][C:46]1[NH:45][C:44]2[CH:43]=[CH:42][CH:41]=[C:3]([C:4]([NH:6][C:7]3[CH:38]=[CH:37][C:10]([C:11]([N:13]([CH3:36])[C:14]4[CH:19]=[CH:18][C:17]([CH3:20])=[CH:16][C:15]=4[O:21][CH2:22][CH2:23][CH2:24][CH2:25][CH2:26][C:27]([N:29]4[CH2:34][CH2:33][N:32]([CH3:35])[CH2:31][CH2:30]4)=[O:28])=[O:12])=[CH:9][C:8]=3[O:39][CH3:40])=[O:5])[C:2]=2[N:1]=1. Procedure: To a solution of 4-(2,3-diaminobenzoyl)amino-3-methoxy-N-methyl-N-[4-methyl-2-[5-(4-methylpiperazin-1-yl)carbonylpent-1-yloxy]phenyl]benzamide (110 mg) in anhydrous tetrahydrofuran (2 ml) was added 1,1′-thiocarbonyldiimidazole (48 mg) under nitrogen at ambient temperature and stirred at same temperature for 1 day. After being concentrated in vacuo, the residue was diluted with a mixture of chloroform and saturated sodium bicarbonate aqueous solution and the organic layer was separated. The organ... Starting materials: II (iodine), O (water), FC(C(=O)[O-])(F)F.FC(C(=O)[O-])(F)F.FC(C(=O)[O-])(F)F.[Tl+3] (Thallium tris(trifluoroacetate)), C(C)(=O)OCC1=C(C=CC=C1F)F ((2,6-difluorophenyl)methyl acetate). The solvent is FC(C(=O)O)(F)F (trifluoroacetic acid), C(C)OCC (diethyl ether). Conditions: time 30 minute. The product is C(C)(=O)OCC1=C(C(=CC=C1F)I)F ((2,6-difluoro-3-iodophenyl)methyl acetate). Yield: 67.3%. RXN SMILES: FC(F)(F)C([O-])=O.FC(F)(F)C([O-])=O.FC(F)(F)C([O-])=O.[Tl+3].[C:23]([O:26][CH2:27][C:28]1[C:33]([F:34])=[CH:32][CH:31]=[CH:30][C:29]=1[F:35])(=[O:25])[CH3:24].[I:36]I.O>FC(F)(F)C(O)=O.C(OCC)C>[C:23]([O:26][CH2:27][C:28]1[C:29]([F:35])=[CH:30][CH:31]=[C:32]([I:36])[C:33]=1[F:34])(=[O:25])[CH3:24] |f:0.1.2.3|. Procedure: Thallium tris(trifluoroacetate) (24.5 g, 0.045 mole) was added to a stirred solution of 16.8 g (0.090 mole) of (2,6-difluorophenyl)methyl acetate in 60 ml of trifluoroacetic acid. The reaction mixture was heated at 40°-50° C. for 15 minutes then 12.7 g (0.05 mole) of iodine was added. Upon complete addition the reaction mixture was heated under reflux for an additional 2 hours. The solvent was removed under reduced pressure and replaced with an equal volume of methylene chloride. The methylene c...